This data is from the Open Reaction Database (ORD), a public repository of structured organic reaction records. The task is: describe an organic reaction: reactants, conditions, products, and yield Reactants: C(C=C)OC1=C(C=C(C=CC(=O)OCC=C)C=C1)[N+](=O)[O-] (Allyl 4-allyloxy-3-nitrocinnamate), C(C=C)OC1=C(C=C(C=C1)CC(=O)OCC=C)[N+](=O)[O-] (allyl 4-allyloxy-3-nitrophenylacetate). Product: C(C=C)OC1=C(C=C(C=C1)CC(=O)OCC=C)N (allyl 4-allyloxy-3-aminophenylacetate). As a reaction SMILES: C(OC1C=CC(C=CC(OCC=C)=O)=CC=1[N+]([O-])=O)C=C.[CH2:22]([O:25][C:26]1[CH:31]=[CH:30][C:29]([CH2:32][C:33]([O:35][CH2:36][CH:37]=[CH2:38])=[O:34])=[CH:28][C:27]=1[N+:39]([O-])=O)[CH:23]=[CH2:24]>>[CH2:22]([O:25][C:26]1[CH:31]=[CH:30][C:29]([CH2:32][C:33]([O:35][CH2:36][CH:37]=[CH2:38])=[O:34])=[CH:28][C:27]=1[NH2:39])[CH:23]=[CH2:24]. Procedure: Allyl 4-allyloxy-3-nitrocinnamate was reduced by the method described in example 1 using allyl 4-allyloxy-3-nitrophenylacetate in place of allyl 3-nitrocinnamate, to give allyl 4-allyloxy-3-aminophenylacetate. Reactants: ClC=1C=CC(=C(C1)C(O)C=1C=NC(=CC1)Cl)[N+](=O)[O-] ((5-Chloro-2-nitro-phenyl)-(6-chloro-pyridin-3-yl)-methanol), C1=CC=[NH+]C=C1.C1=CC=[NH+]C=C1.[O-][Cr](=O)(=O)O[Cr](=O)(=O)[O-] (PDC), C1=CC=[NH+]C=C1.C1=CC=[NH+]C=C1.[O-][Cr](=O)(=O)O[Cr](=O)(=O)[O-] (PDC). Solvent: C(Cl)Cl (DCM). Run at time 8 hour. The product is ClC=1C=CC(=C(C1)C(=O)C=1C=NC(=CC1)Cl)[N+](=O)[O-] ((5-Chloro-2-nitro-phenyl)-(6-chloro-pyridin-3-yl)-methanone). As a reaction SMILES: [Cl:1][C:2]1[CH:3]=[CH:4][C:5]([N+:17]([O-:19])=[O:18])=[C:6]([CH:8]([C:10]2[CH:11]=[N:12][C:13]([Cl:16])=[CH:14][CH:15]=2)[OH:9])[CH:7]=1.C1C=C[NH+]=CC=1.C1C=C[NH+]=CC=1.[O-][Cr](O[Cr]([O-])(=O)=O)(=O)=O>C(Cl)Cl>[Cl:1][C:2]1[CH:3]=[CH:4][C:5]([N+:17]([O-:19])=[O:18])=[C:6]([C:8]([C:10]2[CH:11]=[N:12][C:13]([Cl:16])=[CH:14][CH:15]=2)=[O:9])[CH:7]=1 |f:1.2.3|. Procedure: To (5-Chloro-2-nitro-phenyl)-(6-chloro-pyridin-3-yl)-methanol was added an excess (ca. 2 eq.) of PDC in DCM. The suspension was shaken at room temperature overnight. The reaction was monitored by LC-MS, another 1-2 eq. of PDC was added and the reaction was shaken for another 6 hours. The crude product was filtered through Celite and purified by flash chromatography (silica gel, DCM). 1H NMR (CDCl3): δ (ppm): 7.50 (d, J=2.4 Hz, 1H), 7.79 (d, J=8.0 Hz, 1H), 7.68 & 7.70 (dd, J=8.8 Hz, 2.0 Hz, 1H), ... The reactants are ClCCl, Cc1ccc(OCCN)c(C)c1, CSCc1ncnc(Cl)c1SC, O. Product: CSCc1ncnc(NCCOc2ccc(C)cc2C)c1SC. Reaction SMILES: [CH2:25]([Cl:26])[Cl:27].[CH3:13][c:14]1[c:15]([O:16][CH2:17][CH2:18][NH2:19])[cH:20][cH:21][c:22]([CH3:24])[cH:23]1.[Cl:1][c:2]1[n:3][cH:4][n:5][c:6]([CH2:10][S:11][CH3:12])[c:7]1[S:8][CH3:9].[OH2:28]>>[c:2]1([NH:19][CH2:18][CH2:17][O:16][c:15]2[c:14]([CH3:13])[cH:23][c:22]([CH3:24])[cH:21][cH:20]2)[n:3][cH:4][n:5][c:6]([CH2:10][S:11][CH3:12])[c:7]1[S:8][CH3:9].